Dataset: the Open Reaction Database (ORD), a public repository of structured organic reaction records. Task: describe an organic reaction: reactants, conditions, products, and yield The reactants are O=C([O-])[O-], CI, COC(=O)c1ccc(Cl)c(-n2nn[nH]c2=O)c1Cl, CN(C)C=O, [K+], [K+], O. The product is COC(=O)c1ccc(Cl)c(-n2nnn(C)c2=O)c1Cl. Reaction SMILES: [C:21](=[O:22])([O-:23])[O-:24].[CH3:19][I:20].[CH3:1][O:2][C:3]([c:4]1[c:5]([Cl:17])[c:6](-[n:11]2[n:12][n:13][nH:14][c:15]2=[O:16])[c:7]([Cl:10])[cH:8][cH:9]1)=[O:18].[CH3:28][N:29]([CH3:30])[CH:31]=[O:32].[K+:25].[K+:26].[OH2:27]>>[CH3:1][O:2][C:3]([c:4]1[c:5]([Cl:17])[c:6](-[n:11]2[n:12][n:13][n:14]([CH3:21])[c:15]2=[O:16])[c:7]([Cl:10])[cH:8][cH:9]1)=[O:18].